Dataset: the Open Reaction Database (ORD), a public repository of structured organic reaction records. Task: describe an organic reaction: reactants, conditions, products, and yield The reactants are CN(C)S(=O)(=O)c1ccc(CO)cc1Cl, ClCCl, O=S(Cl)Cl. Yields the product CN(C)S(=O)(=O)c1ccc(CCl)cc1Cl. As a reaction SMILES: [Cl:1][c:2]1[cH:3][c:4]([CH2:5][OH:6])[cH:7][cH:8][c:9]1[S:10]([N:11]([CH3:12])[CH3:13])(=[O:14])=[O:15].[Cl:20][CH2:21][Cl:22].[S:16]([Cl:17])([Cl:18])=[O:19]>>[Cl:1][c:2]1[cH:3][c:4]([CH2:5][Cl:18])[cH:7][cH:8][c:9]1[S:10]([N:11]([CH3:12])[CH3:13])(=[O:14])=[O:15]. Procedure details: A procedure similar to that described in Example 4, above, was followed, but using 1.0 g (1.8 mmol) of (4R,6R)-6-{2-[(1S,2S,6S,8S,8aR)-1,2,6,7,8,8a-hexahydro-6-t-butyldimethylsilyloxy-8-hydroxy-2-methyl-1-naphthyl]ethyl}tetrahydro-4-t-butyldimethylsilyloxy-2H-pyran-2-one [prepared as described in Example B, above], and 1.17 g of 2,2,3,3-tetramethylcyclopropanecarbonyl chloride, to provide 833 mg of the title compound. As a reaction SMILES: [Si:1]([O:8][C@H:9]1[CH2:18][C@H:17]([OH:19])[C@H:16]2[C:11]([CH:12]=[CH:13][C@H:14]([CH3:37])[C@@H:15]2[CH2:20][CH2:21][C@H:22]2[O:27][C:26](=[O:28])[CH2:25][C@H:24]([O:29][Si:30]([C:33]([CH3:36])([CH3:35])[CH3:34])([CH3:32])[CH3:31])[CH2:23]2)=[CH:10]1)([C:4]([CH3:7])([CH3:6])[CH3:5])([CH3:3])[CH3:2].[CH3:38][C:39]1([CH3:47])[C:41]([CH3:43])([CH3:42])[CH:40]1[C:44](Cl)=[O:45]>>[Si:1]([O:8][C@H:9]1[CH2:18][C@H:17]([O:19][C:44]([CH:40]2[C:41]([CH3:43])([CH3:42])[C:39]2([CH3:47])[CH3:38])=[O:45])[C@H:16]2[C:11]([CH:12]=[CH:13][C@H:14]([CH3:37])[C@@H:15]2[CH2:20][CH2:21][C@H:22]2[O:27][C:26](=[O:28])[CH2:25][C@H:24]([O:29][Si:30]([C:33]([CH3:36])([CH3:35])[CH3:34])([CH3:31])[CH3:32])[CH2:23]2)=[CH:10]1)([C:4]([CH3:5])([CH3:6])[CH3:7])([CH3:3])[CH3:2]. The yield is 68.5%. Product: [Si](C)(C)(C(C)(C)C)O[C@@H]1C=C2C=C[C@@H]([C@@H]([C@H]2[C@H](C1)OC(=O)C1C(C1(C)C)(C)C)CC[C@@H]1C[C@H](CC(O1)=O)O[Si](C)(C)C(C)(C)C)C ((4R,6R)-6-{2-[(1S,2S,6S,8S,8aR)-1,2,6,7,8,8a-Hexahydro-6-t-butyldimethylsilyloxy-8-(2,2,3,3-tetramethylcyclopropanecarbonyloxy)-2-methyl-1-naphthyl]ethyl}tetrahydro-4-t-butyldimethylsilyloxy-2H-pyran-2-one). Reactants: [Si](C)(C)(C(C)(C)C)O[C@@H]1C=C2C=C[C@@H]([C@@H]([C@H]2[C@H](C1)O)CC[C@@H]1C[C@H](CC(O1)=O)O[Si](C)(C)C(C)(C)C)C ((4R,6R)-6-{2-[(1S,2S,6S,8S,8aR)-1,2,6,7,8,8a-Hexahydro-6-t-butyldimethylsilyloxy-8-hydroxy-2-methyl-1-naphthyl]ethyl}tetrahydro-4-t-butyldimethylsilyloxy-2H-pyran-2-one), CC1(C(C1(C)C)C(=O)Cl)C (2,2,3,3-tetramethylcyclopropanecarbonyl chloride). Reactants: N#Cc1ccc2oc(-c3ccc(Br)cc3)nc2c1, CC(C)(C)[O-], Cc1ccccc1, CC(OCCN)(C(F)(F)F)C(F)(F)F, [Na+]. Yields the product CC(OCCNc1ccc(-c2nc3cc(C#N)ccc3o2)cc1)(C(F)(F)F)C(F)(F)F. Reaction SMILES: [Br:1][c:2]1[cH:3][cH:4][c:5](-[c:8]2[o:9][c:10]3[c:11]([n:12]2)[cH:13][c:14]([C:17]#[N:18])[cH:15][cH:16]3)[cH:6][cH:7]1.[CH3:33][C:34]([CH3:35])([O-:36])[CH3:37].[CH3:39][c:40]1[cH:41][cH:42][cH:43][cH:44][cH:45]1.[F:19][C:20]([C:21]([O:22][CH2:23][CH2:24][NH2:25])([C:26]([F:27])([F:28])[F:29])[CH3:30])([F:31])[F:32].[Na+:38]>>[c:2]1([NH:25][CH2:24][CH2:23][O:22][C:21]([C:20]([F:19])([F:31])[F:32])([C:26]([F:27])([F:28])[F:29])[CH3:30])[cH:3][cH:4][c:5](-[c:8]2[o:9][c:10]3[c:11]([n:12]2)[cH:13][c:14]([C:17]#[N:18])[cH:15][cH:16]3)[cH:6][cH:7]1. Starting materials: C1COCCN1, CC(OS(C)(=O)=O)=C(C(=O)OCC(Cl)(Cl)Cl)N1C(=O)C2N=C(COc3ccccc3)SC21, c1ccccc1. Product: CC(=C(C(=O)OCC(Cl)(Cl)Cl)N1C(=O)C2N=C(COc3ccccc3)SC21)N1CCOCC1. RXN SMILES: [CH2:33]1[CH2:34][O:35][CH2:36][CH2:37][NH:38]1.[O:1]([c:2]1[cH:3][cH:4][cH:5][cH:6][cH:7]1)[CH2:8][C:9]1=[N:10][CH:11]2[C:12](=[O:32])[N:13]([C:16]([C:17](=[O:18])[O:19][CH2:20][C:21]([Cl:22])([Cl:23])[Cl:24])=[C:25]([CH3:26])[O:27][S:28]([CH3:29])(=[O:30])=[O:31])[CH:14]2[S:15]1.[cH:39]1[cH:40][cH:41][cH:42][cH:43][cH:44]1>>[O:1]([c:2]1[cH:3][cH:4][cH:5][cH:6][cH:7]1)[CH2:8][C:9]1=[N:10][CH:11]2[C:12](=[O:32])[N:13]([C:16]([C:17](=[O:18])[O:19][CH2:20][C:21]([Cl:22])([Cl:23])[Cl:24])=[C:25]([CH3:26])[N:38]3[CH2:33][CH2:34][O:35][CH2:36][CH2:37]3)[CH:14]2[S:15]1. Starting materials: FC(C(=O)O)(F)F.FC(C(=O)O)(F)F.FC(C(=O)O)(F)F.FC(C(=O)O)(F)F.ClC=1C=NC=2NC=3C=NC=C(CCC4=C(C=CC(NC1N2)=C4)NCCC4CCNCC4)C3 (6-chloro-N-(2-piperidin-4-ylethyl)-2,4,8,18,22-pentaazatetracyclo[14.3.1.1(3,7).1(9,13)]docosa-1(20),3(22),4,6,9(21),10,12,16,18-nonaen-12-amine tetrakis(trifluoroacetate)), C(#N)C1=C(C=CC=C1)S(=O)(=O)Cl (2-cyanobenzenesulfonyl chloride). Product: FC(C(=O)O)(F)F.FC(C(=O)O)(F)F.FC(C(=O)O)(F)F.ClC=1C=NC=2NC=3C=NC=C(CCC4=C(C=CC(NC1N2)=C4)NCCC4CCN(CC4)S(=O)(=O)C4=C(C#N)C=CC=C4)C3 (2-{[4-(2-{[6-Chloro-2,4,8,18,22-pentaazatetracyclo[14.3.1.1(3,7).1(9,13)]docosa-1(20),3(22),4,6,9(21),10,12,16,18-nonaen-12-yl]amino}ethyl)piperidin-1-yl]sulfonyl}benzonitrile tris(trifluoroacetate)). Isolated yield 60.0%. Reaction SMILES: [F:1][C:2]([F:7])([F:6])[C:3]([OH:5])=[O:4].[F:8][C:9]([F:14])([F:13])[C:10]([OH:12])=[O:11].[F:15][C:16]([F:21])([F:20])[C:17]([OH:19])=[O:18].FC(F)(F)C(O)=O.[Cl:29][C:30]1[CH:31]=[N:32][C:33]2[NH:34][C:35]3[CH:36]=[N:37][CH:38]=C(C=3)[CH2:40][CH2:41][C:42]3[CH:50]=[C:46]([NH:47][C:48]=1[N:49]=2)[CH:45]=[CH:44][C:43]=3[NH:51][CH2:52][CH2:53][CH:54]1[CH2:59][CH2:58][NH:57][CH2:56][CH2:55]1.[C:61]([C:63]1[CH:68]=[CH:67][CH:66]=[CH:65][C:64]=1[S:69](Cl)(=[O:71])=[O:70])#[N:62]>>[F:1][C:2]([F:7])([F:6])[C:3]([OH:5])=[O:4].[F:8][C:9]([F:14])([F:13])[C:10]([OH:12])=[O:11].[F:15][C:16]([F:21])([F:20])[C:17]([OH:19])=[O:18].[Cl:29][C:30]1[CH:31]=[N:32][C:33]2[NH:34][C:35]3[CH:36]=[N:37][CH:38]=[C:3]([CH:2]=3)[CH2:40][CH2:41][C:42]3[CH:50]=[C:46]([NH:47][C:48]=1[N:49]=2)[CH:45]=[CH:44][C:43]=3[NH:51][CH2:52][CH2:53][CH:54]1[CH2:55][CH2:56][N:57]([S:69]([C:64]2[CH:65]=[CH:66][CH:67]=[CH:68][C:63]=2[C:61]#[N:62])(=[O:71])=[O:70])[CH2:58][CH2:59]1 |f:0.1.2.3.4,6.7.8.9|. Procedure details: The desired compound was prepared according to the procedure of Example D20, step A, using 6-chloro-N-(2-piperidin-4-ylethyl)-2,4,8,18,22-pentaazatetracyclo[14.3.1.1(3,7).1(9,13)]docosa-1(20),3(22),4,6,9(21),10,12,16,18-nonaen-12-amine tetrakis(trifluoroacetate) and 2-cyanobenzenesulfonyl chloride as the starting materials in 60% yield. LCMS for C31H32ClN8O2S (M+H)+: m/z=615.2. Starting materials: N[C@@H](C)C1=CC=C(C(=O)OC)C=C1 (methyl (S)-4-(1-aminoethyl)benzoate), ClCCCS(=O)(=O)Cl (3-chloropropane-1-sulfonyl chloride). Product: O=S1(N(CCC1)[C@@H](C)C1=CC=C(C(=O)OC)C=C1)=O (methyl (S)-4-[1-(1,1-dioxo-1λ6-isothiazolidin-2-yl)ethyl]benzoate). Reaction SMILES: [NH2:1][C@H:2]([C:4]1[CH:13]=[CH:12][C:7]([C:8]([O:10][CH3:11])=[O:9])=[CH:6][CH:5]=1)[CH3:3].Cl[CH2:15][CH2:16][CH2:17][S:18](Cl)(=[O:20])=[O:19]>>[O:19]=[S:18]1(=[O:20])[CH2:17][CH2:16][CH2:15][N:1]1[C@H:2]([C:4]1[CH:13]=[CH:12][C:7]([C:8]([O:10][CH3:11])=[O:9])=[CH:6][CH:5]=1)[CH3:3]. Procedure details: Using methyl (S)-4-(1-aminoethyl)benzoate (0.61 g) and 3-chloropropane-1-sulfonyl chloride (0.54 mL) and by the reaction and treatment in the same manner as in Preparation Example 17, the title compound (0.90 g) was obtained. Reactants: ClC1=C2C(=NC(=N1)SC)NN=C2C2=C(C=CC=C2)Cl (4-chloro-3-(2-chloro-phenyl)-6-methylsulfanyl-1H-pyrazolo[3,4-d]pyrimidine), C(C)(C)N(C(C)C)CC (N,N-diisopropylethyl amine), C1CCOC1 (THF), C1CCOC1 (THF). Solvent: C(C)(=O)OCC (ethyl acetate), O (water). Run at time 8 hour. The product is ClC1=C(C=CC=C1)C1=NNC2=NC(=NC(=C21)NC[C@H](C)O)SC ((S)-1-[3-(2-chlorophenyl)-6-methylsulfanyl-1H-pyrazolo[3,4-d]pyrimidin-4-ylamino]-propan-2-ol). Reaction SMILES: Cl[C:2]1[N:7]=[C:6]([S:8][CH3:9])[N:5]=[C:4]2[NH:10][N:11]=[C:12]([C:13]3[CH:18]=[CH:17][CH:16]=[CH:15][C:14]=3[Cl:19])[C:3]=12.[CH:20]([N:23](CC)C(C)C)(C)C.[CH2:29]1[CH2:33][O:32]CC1>C(OCC)(=O)C.O>[Cl:19][C:14]1[CH:15]=[CH:16][CH:17]=[CH:18][C:13]=1[C:12]1[C:3]2[C:4](=[N:5][C:6]([S:8][CH3:9])=[N:7][C:2]=2[NH:23][CH2:20][C@@H:33]([OH:32])[CH3:29])[NH:10][N:11]=1. Procedure details: To a mixture of 4-chloro-3-(2-chloro-phenyl)-6-methylsulfanyl-1H-pyrazolo[3,4-d]pyrimidine (300 mg, 0.964 mmol) and N,N-diisopropylethyl amine (0.34 mL, 2 eq) in THF (5 mL) was added dropwise a solution of (S)-(+)-1-amino-2-propanaol (Aldrich) (0.217 g, 3 eq) in THF. The resulting mixture was stirred at room temperature overnight. The reaction was monitored by TLC analysis. The reaction mixture was diluted with ethyl acetate (150 mL) and water (70 mL). The organic layer was separated, washed wit... Reactants: CCCCCCCCCCCCN1CCCCCC1=O, S=P12SP3(=S)SP(=S)(S1)SP(=S)(S2)S3, c1ccccc1. As a reaction SMILES: [CH2:1]([CH2:2][CH2:3][CH2:4][CH2:5][CH2:6][CH2:7][CH2:8][CH2:9][CH2:10][CH2:11][CH3:12])[N:13]1[C:14](=[O:20])[CH2:15][CH2:16][CH2:17][CH2:18][CH2:19]1.[P:21]12(=[S:22])[S:23][P:24]3(=[S:34])[S:25][P:26](=[S:32])([S:27][P:28](=[S:31])([S:29]3)[S:30]1)[S:33]2.[cH:35]1[cH:36][cH:37][cH:38][cH:39][cH:40]1>>[CH2:1]([CH2:2][CH2:3][CH2:4][CH2:5][CH2:6][CH2:7][CH2:8][CH2:9][CH2:10][CH2:11][CH3:12])[N:13]1[C:14](=[S:22])[CH2:15][CH2:16][CH2:17][CH2:18][CH2:19]1. Yields the product CCCCCCCCCCCCN1CCCCCC1=S. The reactants are ClC1=CC=C(N)C=C1 (4-chloroaniline), [N+](=O)([O-])C1=CC=C(C(=O)O)C=C1 (4-nitrobenzoic acid). Yields the product [N+](=O)([O-])C1=CC=C(C(=O)NC2=CC=C(C=C2)Cl)C=C1 (4-Nitro-N-(4-chlorophenyl)benzamide). The yield is 98.7%. Reaction SMILES: [Cl:1][C:2]1[CH:8]=[CH:7][C:5]([NH2:6])=[CH:4][CH:3]=1.[N+:9]([C:12]1[CH:20]=[CH:19][C:15]([C:16](O)=[O:17])=[CH:14][CH:13]=1)([O-:11])=[O:10]>>[N+:9]([C:12]1[CH:13]=[CH:14][C:15]([C:16]([NH:6][C:5]2[CH:7]=[CH:8][C:2]([Cl:1])=[CH:3][CH:4]=2)=[O:17])=[CH:19][CH:20]=1)([O-:11])=[O:10]. Procedure: Using 4-chloroaniline (1.42 g, 11.0 mmol) and 4-nitrobenzoic acid (1.76 g, 10.4 mmol), the procedure of Reference Example 16 was repeated to obtain 2.84 g (98.5%) of the title compound in the form of yellow crystals. Reactants: c1ccc2c3c([nH]c2c1)C(c1ccc2c(c1)OCO2)NCC3, COc1ccc(-c2cnc(Cl)nc2)cc1OC, CN(C)C=O. The product is COc1ccc(-c2cnc(N3CCc4c([nH]c5ccccc45)C3c3ccc4c(c3)OCO4)nc2)cc1OC. As a reaction SMILES: [CH2:1]1[O:2][c:3]2[cH:4][c:5]([CH:10]3[NH:11][CH2:12][CH2:13][c:14]4[c:15]5[cH:16][cH:17][cH:18][cH:19][c:20]5[nH:21][c:22]43)[cH:6][cH:7][c:8]2[O:9]1.[Cl:23][c:24]1[n:25][cH:26][c:27](-[c:30]2[cH:31][c:32]([O:38][CH3:39])[c:33]([O:36][CH3:37])[cH:34][cH:35]2)[cH:28][n:29]1.[O:40]=[CH:41][N:42]([CH3:43])[CH3:44]>>[CH2:1]1[O:2][c:3]2[cH:4][c:5]([CH:10]3[N:11]([c:24]4[n:25][cH:26][c:27](-[c:30]5[cH:31][c:32]([O:38][CH3:39])[c:33]([O:36][CH3:37])[cH:34][cH:35]5)[cH:28][n:29]4)[CH2:12][CH2:13][c:14]4[c:15]5[cH:16][cH:17][cH:18][cH:19][c:20]5[nH:21][c:22]43)[cH:6][cH:7][c:8]2[O:9]1.